This data is from the Open Reaction Database (ORD), a public repository of structured organic reaction records. The task is: describe an organic reaction: reactants, conditions, products, and yield Starting materials: NC(=O)CCC(=O)NBr, CC#N, C=Cc1ccc(-n2c(C)cc(OCc3ccc(F)cc3F)cc2=O)c(C)c1. Yields the product C=Cc1ccc(-n2c(C)cc(OCc3ccc(F)cc3F)c(Br)c2=O)c(C)c1. As a reaction SMILES: [Br:28][NH:29][C:30](=[O:31])[CH2:32][CH2:33][C:34]([NH2:35])=[O:36].[CH3:37][C:38]#[N:39].[F:1][c:2]1[c:3]([CH2:4][O:5][c:6]2[cH:7][c:8](=[O:22])[n:9](-[c:13]3[c:14]([CH3:21])[cH:15][c:16]([CH:19]=[CH2:20])[cH:17][cH:18]3)[c:10]([CH3:12])[cH:11]2)[cH:23][cH:24][c:25]([F:27])[cH:26]1>>[F:1][c:2]1[c:3]([CH2:4][O:5][c:6]2[c:7]([Br:28])[c:8](=[O:22])[n:9](-[c:13]3[c:14]([CH3:21])[cH:15][c:16]([CH:19]=[CH2:20])[cH:17][cH:18]3)[c:10]([CH3:12])[cH:11]2)[cH:23][cH:24][c:25]([F:27])[cH:26]1.